Dataset: the Open Reaction Database (ORD), a public repository of structured organic reaction records. Task: describe an organic reaction: reactants, conditions, products, and yield Starting materials: C(C1=CC=CC=C1)OC(=O)N1C(CCC1)C(N)=O (Carbamoyl-pyrrolidine-1-carboxylic acid benzyl ester), P(=O)(Cl)(Cl)Cl (phosphorus oxychloride). Run in N1=CC=CC=C1 (pyridine), N1=CC=CC=C1 (pyridine), C(Cl)Cl (DCM). Run at temperature -10 celsius, time 2 hour. The product is C(C1=CC=CC=C1)OC(=O)N1C(CCC1)C#N (2-cyano-pyrrolidine-1-carboxylic acid benzyl ester). The yield is 86.0%. Reaction SMILES: [CH2:1]([O:8][C:9]([N:11]1[CH2:15][CH2:14][CH2:13][CH:12]1[C:16](=O)[NH2:17])=[O:10])[C:2]1[CH:7]=[CH:6][CH:5]=[CH:4][CH:3]=1.P(Cl)(Cl)(Cl)=O>N1C=CC=CC=1.C(Cl)Cl>[CH2:1]([O:8][C:9]([N:11]1[CH2:15][CH2:14][CH2:13][CH:12]1[C:16]#[N:17])=[O:10])[C:2]1[CH:3]=[CH:4][CH:5]=[CH:6][CH:7]=1. Reported procedure: Carbamoyl-pyrrolidine-1-carboxylic acid benzyl ester (25.0 g, 101 mmol) was dissolved in pyridine (125 mL) under an N2 atmosphere and cooled to −10° C. The phosphorus oxychloride (12.6 mL, 135 mmol) was dissolved in DCM (25 mL) and added dropwise over 40 mins to the pyridine solution. The reaction mixture's temperature was maintained at −10° C. and the solution was allowed to stir for 2 hours. The reaction was quenched by addition of water/ice (100 g) and transferred into a separatory funnel. Th... Reactants: aqueous solution, C(CC(O)(C(=O)O)CC(=O)O)(=O)O (citric acid), C1(=CC=CC=C1)OB=O (phenylboranic acid), C([O-])([O-])=O.[Na+].[Na+] (sodium carbonate), bis(di-tert-butyl(4-dimethylaminophenyl)phosphine)palladium(II) dichloride, C1(=CC=CC=C1)OB=O (phenylboranic acid), C([O-])([O-])=O.[Na+].[Na+] (sodium carbonate), bis(di-tert-butyl(4-dimethylaminophenyl)phosphine)palladium(II) dichloride, C(C1=CC=CC=C1)OC1=C(C(=O)NC2=C(C=CC(=C2)Cl)C#N)C=C(C=C1)N1CCCCC1 (2-(benzyloxy)-N-(5-chloro-2-cyanophenyl)-5-(piperidin-1-yl)benzamide). Solvent: C(Cl)(Cl)Cl (chloroform), COCCOC (ethylene glycol dimethyl ether), O (Water). Product: C(C1=CC=CC=C1)OC1=C(C(=O)NC=2C=C(C=CC2C#N)C2=CC=CC=C2)C=C(C=C1)N1CCCCC1 (2-(benzyloxy)-N-(4-cyanobiphenyl-3-yl)-5-(piperidin-1-yl)benzamide). Reaction SMILES: [C:1]1(OB=O)[CH:6]=[CH:5][CH:4]=[CH:3][CH:2]=1.C(=O)([O-])[O-].[Na+].[Na+].[CH2:16]([O:23][C:24]1[CH:41]=[CH:40][C:39]([N:42]2[CH2:47][CH2:46][CH2:45][CH2:44][CH2:43]2)=[CH:38][C:25]=1[C:26]([NH:28][C:29]1[CH:34]=[C:33](Cl)[CH:32]=[CH:31][C:30]=1[C:36]#[N:37])=[O:27])[C:17]1[CH:22]=[CH:21][CH:20]=[CH:19][CH:18]=1.C(O)(=O)CC(CC(O)=O)(C(O)=O)O>C(Cl)(Cl)Cl.COCCOC.O>[CH2:16]([O:23][C:24]1[CH:41]=[CH:40][C:39]([N:42]2[CH2:47][CH2:46][CH2:45][CH2:44][CH2:43]2)=[CH:38][C:25]=1[C:26]([NH:28][C:29]1[CH:34]=[C:33]([C:1]2[CH:6]=[CH:5][CH:4]=[CH:3][CH:2]=2)[CH:32]=[CH:31][C:30]=1[C:36]#[N:37])=[O:27])[C:17]1[CH:22]=[CH:21][CH:20]=[CH:19][CH:18]=1 |f:1.2.3|. Procedure: Water (0.74 mL), phenylboranic acid (0.12 g), sodium carbonate (0.21 g), and bis(di-tert-butyl(4-dimethylaminophenyl)phosphine)palladium(II) dichloride (3.0 mg) were added to an ethylene glycol dimethyl ether (3.0 mL) suspension of the obtained 2-(benzyloxy)-N-(5-chloro-2-cyanophenyl)-5-(piperidin-1-yl)benzamide, followed by heating to reflux under a nitrogen atmosphere for 1 hour. After cooling the reaction mixture to room temperature, phenylboranic acid (0.12 g), sodium carbonate (0.21 g), and... Reactants: NC1=C(NC(=C1)C1=CC=C(C=C1)C(=O)OCC)C(=O)OCC (ethyl 3-amino-5-[4-(ethoxycarbonyl)phenyl]-1H-pyrrole-2-carboxylate), C(C)(=O)O.C(=N)N (formamidine acetate). The solvent is C(C)O (ethanol). Yields the product O=C1C2=C(N=CN1)C=C(N2)C2=CC=C(C(=O)OCC)C=C2 (ethyl 4-(4-oxo-4,5-dihydro-3H-pyrrolo[3,2-d]pyrimidin-6-yl)benzoate). Yield: 94.3%. Reaction SMILES: [NH2:1][C:2]1[CH:6]=[C:5]([C:7]2[CH:12]=[CH:11][C:10]([C:13]([O:15][CH2:16][CH3:17])=[O:14])=[CH:9][CH:8]=2)[NH:4][C:3]=1[C:18]([O:20]CC)=O.C(O)(=O)C.[CH:27](N)=[NH:28]>C(O)C>[O:20]=[C:18]1[NH:28][CH:27]=[N:1][C:2]2[CH:6]=[C:5]([C:7]3[CH:8]=[CH:9][C:10]([C:13]([O:15][CH2:16][CH3:17])=[O:14])=[CH:11][CH:12]=3)[NH:4][C:3]1=2 |f:1.2|. Procedure: A mixture of ethyl 3-amino-5-[4-(ethoxycarbonyl)phenyl]-1H-pyrrole-2-carboxylate (3.36 g), formamidine acetate (1.74 g) and ethanol (60 mL) was heated under reflux for 15 hrs. After cooling to room temperature, the precipitated solid was collected by filtration, washed with ethanol, and dried under reduced pressure at 60° C. to give the title compound (2.97 g). Starting materials: N=C(C1=C(C(=CC=C1)C)C=1C=C2C=C(C(=NC2=CC1)N)N1CCOCC1)C1=CC=CC=C1 (6-(2-(imino(phenyl)methyl)-6-methylphenyl)-3-morpholinoquinolin-2-amine), [BH4-].[Na+] (NaBH4), CC(=O)C (acetone), [BH4-].[Na+] (sodium borohydride). Run in CO (MeOH). Reaction conditions: time 1 hour. Yields the product NC(C1=C(C(=CC=C1)C)C=1C=C2C=C(C(=NC2=CC1)N)N1CCOCC1)C1=CC=CC=C1 (6-(2-(amino(phenyl)methyl)-6-methylphenyl)-3-morpholinoquinolin-2-amine). Reaction SMILES: [NH:1]=[C:2]([C:27]1[CH:32]=[CH:31][CH:30]=[CH:29][CH:28]=1)[C:3]1[CH:8]=[CH:7][CH:6]=[C:5]([CH3:9])[C:4]=1[C:10]1[CH:11]=[C:12]2[C:17](=[CH:18][CH:19]=1)[N:16]=[C:15]([NH2:20])[C:14]([N:21]1[CH2:26][CH2:25][O:24][CH2:23][CH2:22]1)=[CH:13]2.[BH4-].[Na+].CC(C)=O>CO>[NH2:1][CH:2]([C:27]1[CH:28]=[CH:29][CH:30]=[CH:31][CH:32]=1)[C:3]1[CH:8]=[CH:7][CH:6]=[C:5]([CH3:9])[C:4]=1[C:10]1[CH:11]=[C:12]2[C:17](=[CH:18][CH:19]=1)[N:16]=[C:15]([NH2:20])[C:14]([N:21]1[CH2:22][CH2:23][O:24][CH2:25][CH2:26]1)=[CH:13]2 |f:1.2|. Procedure details: To a cooled (ice bath) solution of 6-(2-(imino(phenyl)methyl)-6-methylphenyl)-3-morpholinoquinolin-2-amine (0.058 g, 0.137 mmol) in MeOH (5.0 mL) was added sodium borohydride, 99% (0.033 mL, 0.925 mmol). The mixture was then warmed to RT and stirred for 1 h. The excess NaBH4 was then treated with acetone. The resulted solution was concentrated and purified on HPLC (10-100% MeCN/H2O with 0.1% TFA modifier) to afford 6-(2-(amino(phenyl)methyl)-6-methylphenyl)-3-morpholinoquinolin-2-amine as white ...